Dataset: the Open Reaction Database (ORD), a public repository of structured organic reaction records. Task: describe an organic reaction: reactants, conditions, products, and yield The reactants are CN(C)C=O, Clc1nccnc1Cl, NS(=O)(=O)c1cccc(Cl)c1Cl, [K], O=C([O-])[O-], O=C(O)CC(O)(CC(=O)O)C(=O)O. Product: O=S(=O)(Nc1nccnc1Cl)c1cccc(Cl)c1Cl. As a reaction SMILES: [CH3:39][N:40]([CH3:41])[CH:42]=[O:43].[Cl:1][c:2]1[n:3][cH:4][cH:5][n:6][c:7]1[Cl:8].[Cl:9][c:10]1[c:11]([S:17](=[O:18])(=[O:19])[NH2:20])[cH:12][cH:13][cH:14][c:15]1[Cl:16].[K:21].[O-:22][C:23](=[O:24])[O-:25].[OH:26][C:27]([CH2:28][C:29]([C:30](=[O:31])[OH:32])([CH2:33][C:34](=[O:35])[OH:36])[OH:37])=[O:38]>>[c:2]1([NH:20][S:17]([c:11]2[c:10]([Cl:9])[c:15]([Cl:16])[cH:14][cH:13][cH:12]2)(=[O:18])=[O:19])[n:3][cH:4][cH:5][n:6][c:7]1[Cl:8].